This data is from the Open Reaction Database (ORD), a public repository of structured organic reaction records. The task is: describe an organic reaction: reactants, conditions, products, and yield Starting materials: c1ccc2c(c1)Cc1ccccc1-2, C1CCOC1, [Li]CCCC, CI. The product is CC1c2ccccc2-c2ccccc21. Reaction SMILES: [CH2:1]1[c:2]2[cH:3][cH:4][cH:5][cH:6][c:7]2-[c:8]2[cH:9][cH:10][cH:11][cH:12][c:13]21.[CH2:21]1[O:22][CH2:23][CH2:24][CH2:25]1.[CH3:14][CH2:15][CH2:16][CH2:17][Li:18].[I:19][CH3:20]>>[CH:1]1([CH3:14])[c:2]2[cH:3][cH:4][cH:5][cH:6][c:7]2-[c:8]2[cH:9][cH:10][cH:11][cH:12][c:13]21. The product is CC(=O)Nc1ccc(-c2ccc(C(=C3CC(C)(C)CC(C)(C)C3)c3ccc(O)cc3)cc2)cc1. Reactants: CC1(C)CC(=C(c2ccc(O)cc2)c2ccc(Br)cc2)CC(C)(C)C1, CC(=O)Nc1ccc(B(O)O)cc1, O=C([O-])[O-], CCOC(C)=O, COCCOC, [Na+], [Na+], O, c1ccc(P(c2ccccc2)(c2ccccc2)[Pd](P(c2ccccc2)(c2ccccc2)c2ccccc2)(P(c2ccccc2)(c2ccccc2)c2ccccc2)P(c2ccccc2)(c2ccccc2)c2ccccc2)cc1. As a reaction SMILES: [Br:1][c:2]1[cH:3][cH:4][c:5]([C:8]([c:9]2[cH:10][cH:11][c:12]([OH:15])[cH:13][cH:14]2)=[C:16]2[CH2:17][C:18]([CH3:24])([CH3:25])[CH2:19][C:20]([CH3:22])([CH3:23])[CH2:21]2)[cH:6][cH:7]1.[C:26]([CH3:27])(=[O:28])[NH:29][c:30]1[cH:31][cH:32][c:33]([B:36]([OH:37])[OH:38])[cH:34][cH:35]1.[C:39](=[O:40])([O-:41])[O-:42].[CH3:45][CH2:46][O:47][C:48]([CH3:49])=[O:50].[CH3:51][O:52][CH2:53][CH2:54][O:55][CH3:56].[Na+:43].[Na+:44].[OH2:57].[cH:58]1[cH:59][cH:60][c:61]([P:62]([Pd:63]([P:64]([c:65]2[cH:66][cH:67][cH:68][cH:69][cH:70]2)([c:71]2[cH:72][cH:73][cH:74][cH:75][cH:76]2)[c:77]2[cH:78][cH:79][cH:80][cH:81][cH:82]2)([P:83]([c:84]2[cH:85][cH:86][cH:87][cH:88][cH:89]2)([c:90]2[cH:91][cH:92][cH:93][cH:94][cH:95]2)[c:96]2[cH:97][cH:98][cH:99][cH:100][cH:101]2)[P:102]([c:103]2[cH:104][cH:105][cH:106][cH:107][cH:108]2)([c:109]2[cH:110][cH:111][cH:112][cH:113][cH:114]2)[c:115]2[cH:116][cH:117][cH:118][cH:119][cH:120]2)([c:121]2[cH:122][cH:123][cH:124][cH:125][cH:126]2)[c:127]2[cH:128][cH:129][cH:130][cH:131][cH:132]2)[cH:133][cH:134]1>>[c:2]1(-[c:33]2[cH:32][cH:31][c:30]([NH:29][C:26]([CH3:27])=[O:28])[cH:35][cH:34]2)[cH:3][cH:4][c:5]([C:8]([c:9]2[cH:10][cH:11][c:12]([OH:15])[cH:13][cH:14]2)=[C:16]2[CH2:17][C:18]([CH3:24])([CH3:25])[CH2:19][C:20]([CH3:22])([CH3:23])[CH2:21]2)[cH:6][cH:7]1. Starting materials: IC1=CC2=C(OCC(C=3N2N=C(C3)C(=O)N)(C)F)C=C1 (racemic 9-iodo-4-fluoro-4-methyl-4,5-dihydrobenzo[b]pyrazolo[1,5-d][1,4]oxazepine-2-carboxamide), CC1=CC(=NO1)[C@@](C)(C#C)O ((R)-2-(5-methylisoxazol-3-yl)but-3-yn-2-ol). Product: FC1(C=2N(C3=C(OC1)C=CC(=C3)C#C[C@](C)(C3=NOC(=C3)C)O)N=C(C2)C(=O)N)C (4-fluoro-9-((R)-3-hydroxy-3-(5-methylisoxazol-3-yl)but-1-yn-1-yl)-4-methyl-4,5-dihydrobenzo[b]pyrazolo[1,5-d][1,4]oxazepine-2-carboxamide). As a reaction SMILES: I[C:2]1[CH:20]=[CH:19][C:5]2[O:6][CH2:7][C:8]([F:18])([CH3:17])[C:9]3[N:10]([N:11]=[C:12]([C:14]([NH2:16])=[O:15])[CH:13]=3)[C:4]=2[CH:3]=1.[CH3:21][C:22]1[O:26][N:25]=[C:24]([C@:27]([OH:31])([C:29]#[CH:30])[CH3:28])[CH:23]=1>>[F:18][C:8]1([CH3:17])[CH2:7][O:6][C:5]2[CH:19]=[CH:20][C:2]([C:30]#[C:29][C@@:27]([OH:31])([C:24]3[CH:23]=[C:22]([CH3:21])[O:26][N:25]=3)[CH3:28])=[CH:3][C:4]=2[N:10]2[N:11]=[C:12]([C:14]([NH2:16])=[O:15])[CH:13]=[C:9]12. Reported procedure: Similar to as described in General Procedure G, racemic 9-iodo-4-fluoro-4-methyl-4,5-dihydrobenzo[b]pyrazolo[1,5-d][1,4]oxazepine-2-carboxamide was reacted with (R)-2-(5-methylisoxazol-3-yl)but-3-yn-2-ol to give a diasteromeric mixture of the titled compound after purification by prep HPLC. Reactants: C(C)(C)(C)[C@@H]1N(C=2C=CC=CC2C2=CC=CC=C12)S(=O)(=O)C1=CC=C(C=C1)OC ((S)-6-tert-butyl-5-[(4-methoxyphenyl)sulfonyl]-5,6-dihydrophenanthridine), C1=CCCCC1 (cyclohexene), B(Br)(Br)Br (boron tribromide), ClCCl (dichloromethane). The product is C(C)(C)(C)[C@@H]1N(C=2C=CC=CC2C2=CC=CC=C12)S(=O)(=O)C1=CC=C(C=C1)O (4-{[(S)-6-tert-Butylphenanthridin-5(6H)-yl]sulfonyl}phenol). Reaction SMILES: [C:1]([C@H:5]1[C:18]2[C:13](=[CH:14][CH:15]=[CH:16][CH:17]=2)[C:12]2[CH:11]=[CH:10][CH:9]=[CH:8][C:7]=2[N:6]1[S:19]([C:22]1[CH:27]=[CH:26][C:25]([O:28]C)=[CH:24][CH:23]=1)(=[O:21])=[O:20])([CH3:4])([CH3:3])[CH3:2].C1CCCCC=1.B(Br)(Br)Br.ClCCl>>[C:1]([C@H:5]1[C:18]2[C:13](=[CH:14][CH:15]=[CH:16][CH:17]=2)[C:12]2[CH:11]=[CH:10][CH:9]=[CH:8][C:7]=2[N:6]1[S:19]([C:22]1[CH:27]=[CH:26][C:25]([OH:28])=[CH:24][CH:23]=1)(=[O:21])=[O:20])([CH3:4])([CH3:2])[CH3:3]. Procedure: The title compound was prepared from (S)-6-tert-butyl-5-[(4-methoxyphenyl)sulfonyl]-5,6-dihydrophenanthridine (1.35 g, 3.31 mmol), cyclohexene (6.16 g, 75 mmol), and 1.0 M boron tribromide in dichloromethane (20 mL, 20 mmol) according to the procedure and in the same manner as described in Example 12, step b; and yielded, after chromatographic purification and crystallization from a mixture of diethyl ether-hexane, 4-{[(S)-6-tert-butylphenanthridin-5(6H)-yl]sulfonyl}phenol* (0.975 g, 2.48 mmol, ...